From a dataset of the Open Reaction Database (ORD), a public repository of structured organic reaction records. describe an organic reaction: reactants, conditions, products, and yield The reactants are Cl (hydrochloric acid), ClC1=C(C=C(C=C1)Cl)I (2,5-dichloroiodobenzene), C(C)(C)OB(OC(C)C)OC(C)C (triisopropoxyborane), C(CCC)[Li] (n-butyllithium). Solvent: O1CCCC1 (tetrahydrofuran), CCCCCC (hexane). Run at temperature -78 celsius, time 30 minute. The product is ClC1=C(C=C(C=C1)Cl)B(O)O (2,5-dichlorophenyl-dihydroxyborane). As a reaction SMILES: [Cl:1][C:2]1[CH:7]=[CH:6][C:5]([Cl:8])=[CH:4][C:3]=1I.C([O:13][B:14](OC(C)C)[O:15]C(C)C)(C)C.C([Li])CCC.Cl>O1CCCC1.CCCCCC>[Cl:1][C:2]1[CH:7]=[CH:6][C:5]([Cl:8])=[CH:4][C:3]=1[B:14]([OH:15])[OH:13]. Reported procedure: To a cold (-78° C.) solution of 2,5-dichloroiodobenzene (50 g) and triisopropoxyborane (46.5 ml) in tetrahydrofuran (500 ml) was added dropwise n-butyllithium in hexane (1.69 M, 119 ml). The mixture was stirred at -78° C. for 30 minutes. The reaction mixture was poured into 2M hydrochloric acid solution (180 ml) and stirred for 10 minutes. The product was extracted with ether (200 ml) 2 times, and the organic layers were combined, washed with brine, dried over magnesium sulfate and evaporated in... The reagents and catalysts are [Ni] (Raney nickel). Procedure details: 7.9 grams of 1-(2,4,6-trichlorophenyl)-3-[3-{(2,4 -di-tert-amylphenoxy)acetamido}benzamido]-4-(3-ethyl-4-methyl-1-pyridinio)-5-oxo-2-pyrazolin-4-ide (Compound 1-3; m.p.; 162° - 165° C.) was dissolved in 500 ml of ethanol, and about 10 g of Raney nickel catalyst was added thereto. Then, reaction was conducted in an autoclave at 80° C. for 20 hours with an initial hydrogen pressure of 60 atmospheres. After the reaction, the catalyst was removed, followed by distilling off the solvent. Upon crystal... The reactants are ClC1=C(C(=CC(=C1)Cl)Cl)N1N=C([C-](C1=O)[N+]1=CC(=C(C=C1)C)CC)NC(C1=CC(=CC=C1)NC(COC1=C(C=C(C=C1)C(C)(C)CC)C(C)(C)CC)=O)=O (1-(2,4,6-trichlorophenyl)-3-[3-{(2,4 -di-tert-amylphenoxy)acetamido}benzamido]-4-(3-ethyl-4-methyl-1-pyridinio)-5-oxo-2-pyrazolin-4-ide), ClC1=C(C(=CC(=C1)Cl)Cl)N1N=C([C-](C1=O)[N+]1=CC(=C(C=C1)C)CC)NC(C1=CC(=CC=C1)NC(COC1=C(C=C(C=C1)C(C)(C)CC)C(C)(C)CC)=O)=O (1-(2,4,6-trichlorophenyl)-3-[3-{(2,4 -di-tert-amylphenoxy)acetamido}benzamido]-4-(3-ethyl-4-methyl-1-pyridinio)-5-oxo-2-pyrazolin-4-ide), [H][H] (hydrogen). The product is ClC1=C(C(=CC(=C1)Cl)Cl)N1N=C(C(C1=O)N1CC(C(CC1)C)CC)NC(C1=CC(=CC=C1)NC(COC1=C(C=C(C=C1)C(C)(C)CC)C(C)(C)CC)=O)=O (1-(2,4,6-Trichlorophenyl)-3-[3-{(2,4-di-tert-amylphenoxy)acetamido}benzamido]-4-(3-ethyl-4-methylpiperidino)-5-oxo-2-pyrazoline). As a reaction SMILES: [Cl:1][C:2]1[CH:7]=[C:6]([Cl:8])[CH:5]=[C:4]([Cl:9])[C:3]=1[N:10]1[C:14](=[O:15])[C-:13]([N+:16]2[CH:21]=[CH:20][C:19]([CH3:22])=[C:18]([CH2:23][CH3:24])[CH:17]=2)[C:12]([NH:25][C:26](=[O:54])[C:27]2[CH:32]=[CH:31][CH:30]=[C:29]([NH:33][C:34](=[O:53])[CH2:35][O:36][C:37]3[CH:42]=[CH:41][C:40]([C:43]([CH2:46][CH3:47])([CH3:45])[CH3:44])=[CH:39][C:38]=3[C:48]([CH2:51][CH3:52])([CH3:50])[CH3:49])[CH:28]=2)=[N:11]1.[H][H]>C(O)C.[Ni]>[Cl:9][C:4]1[CH:5]=[C:6]([Cl:8])[CH:7]=[C:2]([Cl:1])[C:3]=1[N:10]1[C:14](=[O:15])[CH:13]([N:16]2[CH2:21][CH2:20][CH:19]([CH3:22])[CH:18]([CH2:23][CH3:24])[CH2:17]2)[C:12]([NH:25][C:26](=[O:54])[C:27]2[CH:32]=[CH:31][CH:30]=[C:29]([NH:33][C:34](=[O:53])[CH2:35][O:36][C:37]3[CH:42]=[CH:41][C:40]([C:43]([CH2:46][CH3:47])([CH3:45])[CH3:44])=[CH:39][C:38]=3[C:48]([CH2:51][CH3:52])([CH3:50])[CH3:49])[CH:28]=2)=[N:11]1. Solvent: C(C)O (ethanol).